From a dataset of the Open Reaction Database (ORD), a public repository of structured organic reaction records. describe an organic reaction: reactants, conditions, products, and yield Starting materials: C(C)OC(=O)N1CC2CC3=C(C2C1)SC(=C3C#N)Cl (5-Chloro-6-cyano-3,3a,7,7a-tetrahydro-1H-4-thia-2-aza-cyclopenta[α]pentalene-2-carboxylic acid ethyl ester), I[Si](C)(C)C (iodotrimethylsilane). Run in C(Cl)Cl (CH2Cl2). Yields the product ClC1=C(C2=C(C3CNCC3C2)S1)C#N (5-Chloro-1,2,3,3a,7,7a-hexahydro-4-thia-2-aza-cyclopenta[α]pentalene-6-carbonitrile). As a reaction SMILES: C(OC([N:6]1[CH2:13][CH:12]2[CH:8]([CH2:9][C:10]3[C:16]([C:17]#[N:18])=[C:15]([Cl:19])[S:14][C:11]=32)[CH2:7]1)=O)C.I[Si](C)(C)C>C(Cl)Cl>[Cl:19][C:15]1[S:14][C:11]2[CH:12]3[CH:8]([CH2:9][C:10]=2[C:16]=1[C:17]#[N:18])[CH2:7][NH:6][CH2:13]3. Procedure: The product of step b) (13.9 mg, 0.047 mmol) was treated with iodotrimethylsilane (10 μl, 0.07 mmol) in CH2Cl2 (235 μl) at 50° C. for 16 hours. The solvent was concentrated and the residue was dissolved in MeOH and purified by preparative LC/MS providing the title compound as a white solid. 1H NMR (300 MHz, CD3OD, ppm) 2.80-2.90 (m, 1H); 3.10-3.50 (m, 5H); 3.55-3.70 (m, 1H); 4.00-4.21 (m, 1H); MS calculated for C10H9ClN2S+H 225, observed 225. The reactants are COCCN1Cc2c(cc(Br)c3[nH]ncc23)CC(CC(=O)O)C1=O, Cl, O=c1[nH]c2c(F)cccc2cc1C1CCNCC1. As a reaction SMILES: [Br:1][c:2]1[cH:3][c:4]2[c:5]([c:6]3[cH:7][n:8][nH:9][c:10]13)[CH2:11][N:12]([CH2:21][CH2:22][O:23][CH3:24])[C:13](=[O:20])[CH:14]([CH2:16][C:17](=[O:18])[OH:19])[CH2:15]2.[ClH:25].[F:26][c:27]1[cH:28][cH:29][cH:30][c:31]2[cH:32][c:33]([CH:38]3[CH2:39][CH2:40][NH:41][CH2:42][CH2:43]3)[c:34](=[O:37])[nH:35][c:36]12>>[Br:1][c:2]1[cH:3][c:4]2[c:5]([c:6]3[cH:7][n:8][nH:9][c:10]13)[CH2:11][N:12]([CH2:21][CH2:22][O:23][CH3:24])[C:13](=[O:20])[CH:14]([CH2:16][C:17](=[O:19])[N:41]1[CH2:40][CH2:39][CH:38]([c:33]3[cH:32][c:31]4[cH:30][cH:29][cH:28][c:27]([F:26])[c:36]4[nH:35][c:34]3=[O:37])[CH2:43][CH2:42]1)[CH2:15]2. The product is COCCN1Cc2c(cc(Br)c3[nH]ncc23)CC(CC(=O)N2CCC(c3cc4cccc(F)c4[nH]c3=O)CC2)C1=O. Starting materials: C=CCBr, C=CCOc1nc2c(cc1I)C(C)CN(C(=O)C(F)(F)F)CC2, CCOC(C)=O, CO, ClC(Cl)Cl, CC1CN(C(=O)C(F)(F)F)CCc2nc(O)c(I)cc21, [K+], [K+], O=C([O-])[O-]. Yields the product C=CCOc1nc2c(cc1I)C(C)CNCC2. RXN SMILES: [CH2:21]([Br:22])[CH:23]=[CH2:24].[CH2:25]([CH:26]=[CH2:27])[O:28][c:29]1[c:30]([I:47])[cH:31][c:32]2[c:33]([n:46]1)[CH2:34][CH2:35][N:36]([C:40](=[O:41])[C:42]([F:43])([F:44])[F:45])[CH2:37][CH:38]2[CH3:39].[CH3:54][CH2:55][O:56][C:57]([CH3:58])=[O:59].[CH3:60][OH:61].[Cl:62][CH:63]([Cl:64])[Cl:65].[I:1][c:2]1[c:3]([OH:4])[n:5][c:6]2[c:19]([cH:20]1)[CH:17]([CH3:18])[CH2:16][N:9]([C:10](=[O:11])[C:12]([F:13])([F:14])[F:15])[CH2:8][CH2:7]2.[K+:48].[K+:49].[O-:50][C:51]([O-:52])=[O:53]>>[CH2:25]([CH:26]=[CH2:27])[O:28][c:29]1[c:30]([I:47])[cH:31][c:32]2[c:33]([n:46]1)[CH2:34][CH2:35][NH:36][CH2:37][CH:38]2[CH3:39]. Reactants: ClS(=O)(=O)N=C=O (Chlorosulfonyl isocyanate), C1CCOC1 (THF), C(C1=CC=CC=C1)OC1=CC=C(C=C1)C1=NOC(=C1)CO ([3-(4-benzyloxy-phenyl)-isoxazol-5-yl]-methanol). The solvent is O (water). Reaction conditions: time 1 hour. The product is C(C1=CC=CC=C1)OC1=CC=C(C=C1)C1=NOC(=C1)COC(N)=O (carbamic acid 3-(4-benzyloxy-phenyl)-isoxazol-5-ylmethyl ester). The yield is 84.6%. Reaction SMILES: ClS([N:5]=[C:6]=[O:7])(=O)=O.C1COCC1.[CH2:13]([O:20][C:21]1[CH:26]=[CH:25][C:24]([C:27]2[CH:31]=[C:30]([CH2:32][OH:33])[O:29][N:28]=2)=[CH:23][CH:22]=1)[C:14]1[CH:19]=[CH:18][CH:17]=[CH:16][CH:15]=1>O>[CH2:13]([O:20][C:21]1[CH:26]=[CH:25][C:24]([C:27]2[CH:31]=[C:30]([CH2:32][O:33][C:6](=[O:7])[NH2:5])[O:29][N:28]=2)=[CH:23][CH:22]=1)[C:14]1[CH:19]=[CH:18][CH:17]=[CH:16][CH:15]=1. Procedure: 4-Benzyloxybenzaldehyde (4.24 g, 20 mmol) was dissolved in a solvent mixture of ethanol and water (3:1, 100 ml) in the concentration of 0.2 M while stirring. NH2OH—HCl (2.78 g, 40 mmol) and sodium acetate (2.46 g, 30 mmol) were added thereto, which was then stirred for about 30 min at room temperature. The completion of reaction was confirmed by liquid chromatography, and water and ethanol were distilled off under reduced pressure to give a pale yellow solid compound. This solid compound was ext... RXN SMILES: [C:37].[CH2:1]([c:2]1[cH:3][cH:4][cH:5][cH:6][cH:7]1)[NH:8][c:9]1[c:10]([F:30])[c:11]([CH:27]2[CH2:28][CH2:29]2)[c:12]2[c:13]3[n:14]([cH:19][c:20]([C:24](=[O:25])[OH:26])[c:21](=[O:23])[c:22]13)[CH:15]([CH3:18])[CH2:16][O:17]2.[CH3:33][C:34](=[O:35])[OH:36].[H:31][H:32].[Pd:38]>>[NH2:8][c:9]1[c:10]([F:30])[c:11]([CH:27]2[CH2:28][CH2:29]2)[c:12]2[c:13]3[n:14]([cH:19][c:20]([C:24](=[O:25])[OH:26])[c:21](=[O:23])[c:22]13)[CH:15]([CH3:18])[CH2:16][O:17]2. Yields the product CC1COc2c(C3CC3)c(F)c(N)c3c(=O)c(C(=O)O)cn1c23. Starting materials: C, CC1COc2c(C3CC3)c(F)c(NCc3ccccc3)c3c(=O)c(C(=O)O)cn1c23, CC(=O)O, [H][H], [Pd]. Reactants: 70, C1(=C(C(=CC=C1)C)C)Cl (xylyl chloride), 60, O.O.B(F)(F)F (boron fluoride dihydrate), 75, S(O)(O)(=O)=O (sulfuric acid). Solvent: C1=CC=CC=C1 (benzene). Run at time 6 hour. The product is C(C1=CC=CC=C1)C1=C(C=CC=C1)C (o-benzyl-toluene). Yield: 91.1%. Reaction SMILES: [C:1]1(Cl)[CH:6]=[CH:5][CH:4]=[C:3]([CH3:7])[C:2]=1[CH3:8].O.O.B(F)(F)F.S(=O)(=O)(O)O>C1C=CC=CC=1>[CH2:7]([C:3]1[CH:4]=[CH:5][CH:6]=[CH:1][C:2]=1[CH3:8])[C:1]1[CH:6]=[CH:5][CH:4]=[CH:3][CH:2]=1 |f:1.2.3|. Procedure: A solution of 70 parts of xylyl chloride in 240 parts of benzene is added to a mixture of 60 parts of boron fluoride dihydrate and 250 parts of 75 per cent strength by weight sulfuric acid at from 75° to 78° C, whilst stirring vigorously. After 6 hours, the organic phase is separated off and 82 parts (91.1% of theory) of o-benzyl-toluene boiling at 98° C at 0.2 mm Hg are isolated by distillation. As a reaction SMILES: C([NH:3][C:4]1[S:5][C:6]([CH3:35])=[C:7]([C:9](=[N:32][O:33][CH3:34])[C:10]([NH:12][CH:13]2[C:30](=[O:31])[N:15]3[C:16]([C:27]([OH:29])=[O:28])=[C:17]([CH2:20][S:21][C:22]4[S:23][CH:24]=[N:25][N:26]=4)[CH2:18][S:19][C@H:14]23)=[O:11])[N:8]=1)=O.[ClH:36]>>[ClH:36].[NH2:3][C:4]1[S:5][C:6]([CH3:35])=[C:7]([C:9](=[N:32][O:33][CH3:34])[C:10]([NH:12][CH:13]2[C:30](=[O:31])[N:15]3[C:16]([C:27]([OH:29])=[O:28])=[C:17]([CH2:20][S:21][C:22]4[S:23][CH:24]=[N:25][N:26]=4)[CH2:18][S:19][C@H:14]23)=[O:11])[N:8]=1 |f:2.3|. Product: Cl.NC=1SC(=C(N1)C(C(=O)NC1[C@@H]2N(C(=C(CS2)CSC=2SC=NN2)C(=O)O)C1=O)=NOC)C (7-[2-(2-amino-5-methylthiazol-4-yl)-2-methoxyiminoacetamido]-3-(1,3,4-thiadiazol-2-ylthiomethyl)-3-cephem-4-carboxylic acid hydrochloride). Reactants: C(=O)NC=1SC(=C(N1)C(C(=O)NC1[C@@H]2N(C(=C(CS2)CSC=2SC=NN2)C(=O)O)C1=O)=NOC)C (7-[2-(2-Formamido-5-methylthiazol-4-yl)-2-methoxyiminoacetamido]-3-(1,3,4-thiadiazol-2-ylthiomethyl)-3-cephem-4-carboxylic acid), Cl (hydrochloric acid). Reported procedure: 7-[2-(2-Formamido-5-methylthiazol-4-yl)-2-methoxyiminoacetamido]-3-(1,3,4-thiadiazol-2-ylthiomethyl)-3-cephem-4-carboxylic acid (syn isomer, 2.4 g.) was treated with conc. hydrochloric acid (1.3 ml.) in a similar manner to that of Example 1-(2) to give 7-[2-(2-amino-5-methylthiazol-4-yl)-2-methoxyiminoacetamido]-3-(1,3,4-thiadiazol-2-ylthiomethyl)-3-cephem-4-carboxylic acid hydrochloride (syn isomer, 2.3 g.). Starting materials: N1=CC=CC=C1 (pyridine), C(C)OC(CO)OCC (glycol aldehyde diethylacetal), C(C1=CC=CC=C1)(=O)Cl (benzoyl chloride), CO (methanol). The solvent is C(C)(=O)OCC (ethyl acetate), O (water). Reaction conditions: time 50 minute. Yields the product C(C1=CC=CC=C1)(=O)OCC(OCC)OCC (2,2-diethoxyethyl benzoate). The yield is 96.4%. RXN SMILES: N1C=CC=CC=1.[CH2:7]([O:9][CH:10]([O:13][CH2:14][CH3:15])[CH2:11][OH:12])[CH3:8].[C:16](Cl)(=[O:23])[C:17]1[CH:22]=[CH:21][CH:20]=[CH:19][CH:18]=1.CO>C(OCC)(=O)C.O>[C:16]([O:12][CH2:11][CH:10]([O:13][CH2:14][CH3:15])[O:9][CH2:7][CH3:8])(=[O:23])[C:17]1[CH:22]=[CH:21][CH:20]=[CH:19][CH:18]=1. Procedure: To a pyridine (30 ml) solution of glycol aldehyde diethylacetal (19.8 g, 148 mmol), benzoyl chloride (51.7 ml, 444 mmol) was added dropwise at −20 to 30° C. The mixture was stirred at room temperature for 167 hours and 50 minutes. After methanol and water were added to the mixture, extraction with ethyl acetate was performed. The obtained organic layer was washed with a saturated aqueous ammonium chloride solution, saturated aqueous sodium hydrogencarbonate solution, and a saturated saline solut... The reactants are ClC1=C(C(=NC2=CC=C(C=C12)C(C1CCN(CC1)C(=O)OC(C)(C)C)(C=1C=NC=CC1)O)C(F)(F)F)C1=CC=CC=C1 (tert-Butyl 4-((4-chloro-3-phenyl-2-(trifluoromethyl)quinolin-6-yl)(hydroxy)(pyridin-3-yl)methyl)piperidine-1-carboxylate), C(=O)(C(F)(F)F)O (TFA). The solvent is C(Cl)Cl (DCM). Run at time 3 hour. Yields the product ClC1=C(C(=NC2=CC=C(C=C12)C(O)(C=1C=NC=CC1)C1CCNCC1)C(F)(F)F)C1=CC=CC=C1 ((4-Chloro-3-phenyl-2-(trifluoromethyl)quinolin-6-yl)(piperidin-4-yl)(pyridin-3-yl)methanol). As a reaction SMILES: [Cl:1][C:2]1[C:11]2[C:6](=[CH:7][CH:8]=[C:9]([C:12]([OH:32])([C:26]3[CH:27]=[N:28][CH:29]=[CH:30][CH:31]=3)[CH:13]3[CH2:18][CH2:17][N:16](C(OC(C)(C)C)=O)[CH2:15][CH2:14]3)[CH:10]=2)[N:5]=[C:4]([C:33]([F:36])([F:35])[F:34])[C:3]=1[C:37]1[CH:42]=[CH:41][CH:40]=[CH:39][CH:38]=1.C(O)(C(F)(F)F)=O>C(Cl)Cl>[Cl:1][C:2]1[C:11]2[C:6](=[CH:7][CH:8]=[C:9]([C:12]([CH:13]3[CH2:18][CH2:17][NH:16][CH2:15][CH2:14]3)([C:26]3[CH:27]=[N:28][CH:29]=[CH:30][CH:31]=3)[OH:32])[CH:10]=2)[N:5]=[C:4]([C:33]([F:35])([F:34])[F:36])[C:3]=1[C:37]1[CH:42]=[CH:41][CH:40]=[CH:39][CH:38]=1. Procedure: A solution of tert-butyl 4-((4-chloro-3-phenyl-2-(trifluoromethyl)quinolin-6-yl)(hydroxy)(pyridin-3-yl)methyl)piperidine-1-carboxylate (313 mg, 0.520 mmol, Example 69) in DCM (6 mL) was treated with 1.8 mL of TFA, stirred for 3 hours, and concentrated. The residue was partitioned between saturated NaHCO3 aqueous solution and DCM. The organic layer was dried (Na2SO4), filtered and concentrated to dryness to provide the title compound as a light brown solid. 1H NMR (400 MHz, CDCl3) δ 8.86 (s, 1H),...